Dataset: the Open Reaction Database (ORD), a public repository of structured organic reaction records. Task: describe an organic reaction: reactants, conditions, products, and yield Starting materials: [Mg] (magnesium), CC1(CC(CCC1)=O)C (3,3-dimethyl-cyclohexanone), C(C1=CC=CC=C1)OC1=CC=C(C=C1)Br (4-benzyloxybromobenzene), [Mg] (magnesium). Reagents/catalysts: BrC(C)Br (dibromoethane). Solvent: C1CCOC1 (THF), C1CCOC1 (THF), C1CCOC1 (THF). Reaction conditions: temperature 60 celsius, time 1 hour. Product: C(C1=CC=CC=C1)OC1=CC=C(C=C1)C1(CC(CCC1)(C)C)O (1-(4-benzyloxy-phenyl)-3,3-dimethyl-cyclohexanol). Isolated yield 53.4%. Reaction SMILES: [Mg].[CH2:2]([O:9][C:10]1[CH:15]=[CH:14][C:13](Br)=[CH:12][CH:11]=1)[C:3]1[CH:8]=[CH:7][CH:6]=[CH:5][CH:4]=1.[CH3:17][C:18]1([CH3:25])[CH2:23][CH2:22][CH2:21][C:20](=[O:24])[CH2:19]1>BrC(Br)C.C1COCC1>[CH2:2]([O:9][C:10]1[CH:15]=[CH:14][C:13]([C:20]2([OH:24])[CH2:21][CH2:22][CH2:23][C:18]([CH3:25])([CH3:17])[CH2:19]2)=[CH:12][CH:11]=1)[C:3]1[CH:8]=[CH:7][CH:6]=[CH:5][CH:4]=1. Procedure details: In a RB flask (250 mL) was placed magnesium turnings (2.08 g, 85.9 mmol), which were stirred under vacuum without solvent overnight. To the stirred magnesium turnings was added anhydrous THF (10 mL). To the resulting mixture at 50° C. was added several drops of dibromoethane, followed by 4-benzyloxybromobenzene (11.8 g, 42.9 mmol) in 40 ml of THF. After addition was complete, the reaction mixture was heated at 60° C. for 3 hours until a brownish-grey slurry was formed. The reaction mixture was c... The reactants are S(O)(O)(=O)=O (sulphuric acid), NC1=C(N(S(=O)(=O)C2=CC=C(C)C=C2)CCO)C=C(C=C1[N+](=O)[O-])C (2-amino-3-nitro-5-methyl-N-(β-hydroxyethyl)-N-tosylaniline), S(O)(O)(=O)=O (sulphuric acid), N (ammonia), ice. The solvent is O (water). Yields the product NC1=C(NCCO)C=C(C=C1[N+](=O)[O-])C (2-amino-3-nitro-5-methyl-N-(β-hydroxyethyl)-aniline). RXN SMILES: [NH2:1][C:2]1[C:21]([N+:22]([O-:24])=[O:23])=[CH:20][C:19]([CH3:25])=[CH:18][C:3]=1[N:4]([CH2:15][CH2:16][OH:17])S(C1C=CC(C)=CC=1)(=O)=O.S(=O)(=O)(O)O.N>O>[NH2:1][C:2]1[C:21]([N+:22]([O-:24])=[O:23])=[CH:20][C:19]([CH3:25])=[CH:18][C:3]=1[NH:4][CH2:15][CH2:16][OH:17]. Procedure: 0.0458 mol (16.7 g) of 2-amino-3-nitro-5-methyl-N-(β-hydroxyethyl)-N-tosylaniline is introduced, whilst stirring, into 167 ml of concentrated sulphuric acid to which 48 ml of water has been added. The mixture is heated for 1 hour on a boiling water-bath and then poured onto 850 g of crushed ice. The sulphuric acid solution is neutralised with the aid of ammonia solution. The expected product precipitates. After filtration, washing with water, drying in vacuo and recrystallisation from ethanol, i...